Task: describe an organic reaction: reactants, conditions, products, and yield. Dataset: the Open Reaction Database (ORD), a public repository of structured organic reaction records Reactants: C(C)(C)OC(=O)N1CCC(CC1)OC1=CC(=NC=C1)Cl (4-(2-Chloro-pyridin-4-yloxy)-piperidine-1-carboxylic acid isopropyl ester), BrBr (bromine), C(C)#N (acetonitrile), [H-].[Na+] (NaH), CS(=O)(=O)C=1C=C2CCNC2=CC1 (5-methanesulfonyl-2,3-dihydro-1H-indole). Solvent: CN(C)C=O (DMF). Reaction conditions: time 6 hour. Yields the product C(C)(C)OC(=O)N1CCC(CC1)OC1=CC(=NC=C1Br)N1CCC2=CC(=CC=C12)S(=O)(=O)C (4-[5-Bromo-2-(5-methanesulfonyl-2,3-dihydro-indol-1-yl)-pyridin-4-yloxy]-piperidine-1-carboxylic acid isopropyl ester), C(C)(C)OC(=O)N1CCC(CC1)OC1=NC=CC(=C1Br)N1CCC2=CC(=CC=C12)S(=O)(=O)C (4-[3-Bromo-4-(5-methanesulfonyl-2,3-dihydro-indol-1-yl)-pyridin-2-yloxy]-piperidine-1-carboxylic acid isopropyl ester). RXN SMILES: [CH:1]([O:4][C:5]([N:7]1[CH2:12][CH2:11][CH:10]([O:13][C:14]2[CH:19]=[CH:18][N:17]=[C:16](Cl)[CH:15]=2)[CH2:9][CH2:8]1)=[O:6])([CH3:3])[CH3:2].[Br:21]Br.[H-].[Na+].[CH3:25][S:26]([C:29]1[CH:30]=[C:31]2[C:35](=[CH:36][CH:37]=1)[NH:34][CH2:33][CH2:32]2)(=[O:28])=[O:27].[C:38](#[N:40])[CH3:39]>CN(C=O)C>[CH:1]([O:4][C:5]([N:7]1[CH2:12][CH2:11][CH:10]([O:13][C:14]2[C:19]([Br:21])=[CH:18][N:17]=[C:16]([N:34]3[C:35]4[C:31](=[CH:30][C:29]([S:26]([CH3:25])(=[O:28])=[O:27])=[CH:37][CH:36]=4)[CH2:32][CH2:33]3)[CH:15]=2)[CH2:9][CH2:8]1)=[O:6])([CH3:3])[CH3:2].[CH:1]([O:4][C:5]([N:7]1[CH2:8][CH2:9][CH:10]([O:13][C:14]2[C:19]([Br:21])=[C:18]([N:34]3[C:35]4[C:31](=[CH:30][C:29]([S:26]([CH3:25])(=[O:28])=[O:27])=[CH:37][CH:36]=4)[CH2:32][CH2:33]3)[CH:39]=[CH:38][N:40]=2)[CH2:11][CH2:12]1)=[O:6])([CH3:2])[CH3:3] |f:2.3|. Procedure: To a solution of 10a (0.15 g, 0.5 mmol) in 2 mL of acetonitrile, was added bromine (0.1 mL, 1.95 mmol). The mixture was stirred at room temperature for 6 h then evaporated. The residue was added to a pre-stirred suspension of NaH (60% in oil, 9 mg, 0.22 mmol) and 5-methanesulfonyl-2,3-dihydro-1H-indole (43 mg, 0.22 mmol) in 1 mL of DMF. The mixture was stirred at 90° C. for 12 h, quenched with water, extracted with ethyl acetate and evaporated. The residue was purified by silica gel chromatograp... The reactants are C(C)(=O)OC=1C=C2C(CC(OC2=CC1C(C)(C)C)(C)COC=1C=C(C=CC1C)CC(C(=O)OCC)Cl)=O (ethyl 3-[3-(6-acetoxy-7-t-butyl-2-methyl-4-oxochroman-2-ylmethoxy) -4-methylphenyl]-2-chloropropionate), Cl (hydrochloric acid), NC(=S)N (thiourea), S1(=O)(=O)CCCC1 (sulfolane). Solvent: COCCO (ethylene glycol monomethyl ether). Yields the product C(C)(C)(C)C1=C(C=C2C(CC(OC2=C1)(C)COC=1C=C(CC2C(NC(S2)=O)=O)C=CC1C)=O)O (5-[3-(7-t-Butyl-6-hydroxy-2-methyl-4-oxochroman-2-ylmethoxy)-4-methylbenzyl]thiazolidine-2,4-dione). Reaction SMILES: C([O:4][C:5]1[CH:6]=[C:7]2[C:12](=[CH:13][C:14]=1[C:15]([CH3:18])([CH3:17])[CH3:16])[O:11][C:10]([CH2:20][O:21][C:22]1[CH:23]=[C:24]([CH2:29][CH:30](Cl)[C:31]([O:33]CC)=O)[CH:25]=[CH:26][C:27]=1[CH3:28])([CH3:19])[CH2:9][C:8]2=[O:37])(=O)C.[NH2:38][C:39](N)=[S:40].S1(CCCC1)(=O)=[O:43].Cl>COCCO>[C:15]([C:14]1[CH:13]=[C:12]2[C:7]([C:8](=[O:37])[CH2:9][C:10]([CH2:20][O:21][C:22]3[CH:23]=[C:24]([CH:25]=[CH:26][C:27]=3[CH3:28])[CH2:29][CH:30]3[S:40][C:39](=[O:43])[NH:38][C:31]3=[O:33])([CH3:19])[O:11]2)=[CH:6][C:5]=1[OH:4])([CH3:17])([CH3:18])[CH3:16]. Procedure: the procedure described in Example 3 was repeated, but using 2,4 g of ethyl 3-[3-(6-acetoxy-7-t-butyl-2-methyl-4-oxochroman-2-ylmethoxy) -4-methylphenyl]-2-chloropropionate (prepared as described in Preparation 42), 0.7 g of thiourea, 5 ml of sulfolane, 10 ml of 2N aqueous hydrochloric acid and 15 ml of ethylene glycol monomethyl ether, to give the title compound. Reactants: COC=1C(=C2CCC3(NC2=CC1C)CCC3)C (6′-methoxy-5′,7′-dimethyl-3′,4′-dihydro-1′H-spiro[cyclobutane-1,2′-quinoline]), ClCC1=NC2=CC=CC=C2C=C1 (2-(chloromethyl)quinoline), C(=O)([O-])[O-].[K+].[K+] (K2CO3), [I-].[Na+] (sodium iodide). Run in CC(=O)C (acetone). The product is COC=1C(=C2CCC3(N(C2=CC1C)CC1=NC2=CC=CC=C2C=C1)CCC3)C (6′-methoxy-5′,7′-dimethyl-1′-(quinolin-2-ylmethyl)-3′,4′-dihydro-1′H-spiro[cyclobutane-1,2′-quinoline]). Isolated yield 57.5%. Reaction SMILES: [CH3:1][O:2][C:3]1[C:4]([CH3:17])=[C:5]2[C:10](=[CH:11][C:12]=1[CH3:13])[NH:9][C:8]1([CH2:16][CH2:15][CH2:14]1)[CH2:7][CH2:6]2.Cl[CH2:19][C:20]1[CH:29]=[CH:28][C:27]2[C:22](=[CH:23][CH:24]=[CH:25][CH:26]=2)[N:21]=1.C([O-])([O-])=O.[K+].[K+].[I-].[Na+]>CC(C)=O>[CH3:1][O:2][C:3]1[C:4]([CH3:17])=[C:5]2[C:10](=[CH:11][C:12]=1[CH3:13])[N:9]([CH2:19][C:20]1[CH:29]=[CH:28][C:27]3[C:22](=[CH:23][CH:24]=[CH:25][CH:26]=3)[N:21]=1)[C:8]1([CH2:14][CH2:15][CH2:16]1)[CH2:7][CH2:6]2 |f:2.3.4,5.6|. Procedure: A mixture of 6′-methoxy-5′,7′-dimethyl-3′,4′-dihydro-1′H-spiro[cyclobutane-1,2′-quinoline] (270 mg), 2-(chloromethyl)quinoline (626 mg), K2CO3 (528 mg) and sodium iodide (30 mg) in acetone (20 mL) was refluxed over night. After evaporation of the solvent, water was added to the residue and the aqueous solution was extracted with ethyl acetate (3×20 mL). The combined organic layers were dried over Na2SO4 and the solvent was removed by evaporation. The residue was purified by column chromatography... The reactants are C(C)(C)(C)OC(=O)N1C2CCC(C1C=1NC(=CN1)C1=CC=C(C=C1)Br)C2 (3-[5-(4-Bromo-phenyl)-1H-imidazol-2-yl]-2-aza-bicyclo[2.2.1]heptane-2-carboxylic acid tert-butyl ester), C(C)(C)(C)OC(=O)N1C(CC(C1)C#N)C(NCC(=O)C1=CC=C(C=C1)Br)=O (2-[2-(4-Bromo-phenyl)-2-oxo-ethylcarbamoyl]-4-cyano-pyrrolidine-1-carboxylic acid tert-butyl ester), C(C)(C)(C)OC(=O)N1C2CCC(C1C(NCC(=O)C1=CC=C(C=C1)Br)=O)C2 (3-[2-(4-bromo-phenyl)-2-oxo-ethylcarbamoyl]-2-aza-bicyclo[2.2.1]heptane-2-carboxylic acid tert-butyl ester). Yields the product C(C)(C)(C)OC(=O)N1C(CC(C1)C#N)C=1NC(=CN1)C1=CC=C(C=C1)Br (2-[5-(4-Bromo-phenyl)-1H-imidazol-2-yl]-4-cyano-pyrrolidine-1-carboxylic acid tert-butyl ester). As a reaction SMILES: [C:1]([O:5][C:6]([N:8]1[CH:13]([C:14]2[NH:15][C:16]([C:19]3[CH:24]=[CH:23][C:22]([Br:25])=[CH:21][CH:20]=3)=[CH:17][N:18]=2)[CH:12]2[CH2:26][CH:9]1CC2)=[O:7])([CH3:4])([CH3:3])[CH3:2].C(O[C:32]([N:34]1CC(C#N)CC1C(=O)NCC(C1C=CC(Br)=CC=1)=O)=O)(C)(C)C.C(OC(N1C(C(=O)NCC(C2C=CC(Br)=CC=2)=O)C2CC1CC2)=O)(C)(C)C>>[C:1]([O:5][C:6]([N:8]1[CH2:9][CH:26]([C:32]#[N:34])[CH2:12][CH:13]1[C:14]1[NH:15][C:16]([C:19]2[CH:24]=[CH:23][C:22]([Br:25])=[CH:21][CH:20]=2)=[CH:17][N:18]=1)=[O:7])([CH3:2])([CH3:3])[CH3:4]. Reported procedure: Title compound was prepared according to the method employed to prepare 3-[5-(4-Bromo-phenyl)-1H-imidazol-2-yl]-2-aza-bicyclo[2.2.1]heptane-2-carboxylic acid tert-butyl ester (Example AS), 2-[2-(4-Bromo-phenyl)-2-oxo-ethylcarbamoyl]-4-cyano-pyrrolidine-1-carboxylic acid tert-butyl ester for 3-[2-(4-bromo-phenyl)-2-oxo-ethylcarbamoyl]-2-aza-bicyclo[2.2.1]heptane-2-carboxylic acid tert-butyl ester. Reaction SMILES: [CH3:1][N:2]1[CH2:3][CH2:4][N:5]([CH2:8][c:9]2[c:10]([C:38]([F:39])([F:40])[F:41])[cH:11][c:12]([C:13](=[O:14])[NH:15][c:16]3[cH:17][cH:18][c:19]([CH3:20])[c:21]([NH:22][c:23]4[n:24][c:25](-[c:26]5[cH:27][n:28][cH:29][cH:30][cH:31]5)[cH:32][cH:33][n:34]4)[cH:35]3)[cH:36][cH:37]2)[CH2:6][CH2:7]1.[CH3:42][c:43]1[c:44]([NH:50][c:51]2[n:52][cH:53][cH:54][c:55](-[c:57]3[cH:58][n:59][cH:60][n:61][cH:62]3)[n:56]2)[cH:45][c:46]([NH2:47])[cH:48][cH:49]1>>[CH3:1][N:2]1[CH2:3][CH2:4][N:5]([CH2:8][c:9]2[c:10]([C:38]([F:39])([F:40])[F:41])[cH:11][c:12]([C:13](=[O:14])[NH:47][c:46]3[cH:45][c:44]([NH:50][c:51]4[n:52][cH:53][cH:54][c:55](-[c:57]5[cH:58][n:59][cH:60][n:61][cH:62]5)[n:56]4)[c:43]([CH3:42])[cH:49][cH:48]3)[cH:36][cH:37]2)[CH2:6][CH2:7]1. Reactants: Cc1ccc(NC(=O)c2ccc(CN3CCN(C)CC3)c(C(F)(F)F)c2)cc1Nc1nccc(-c2cccnc2)n1, Cc1ccc(N)cc1Nc1nccc(-c2cncnc2)n1. Yields the product Cc1ccc(NC(=O)c2ccc(CN3CCN(C)CC3)c(C(F)(F)F)c2)cc1Nc1nccc(-c2cncnc2)n1.